From a dataset of the Open Reaction Database (ORD), a public repository of structured organic reaction records. describe an organic reaction: reactants, conditions, products, and yield The reactants are N[C@@H]1C=2N([C@@H]([C@@H](C1)C1=CC=CC=C1)C)C(=CN2)C(C)(C)O (2-[(5R,6S,8S)-8-amino-5-methyl-6-phenyl-5,6,7,8-tetrahydroimidazo[1,2-a]pyridin-3-yl]propan-2-ol), O=C1[C@@]2(C3=C(N=CN=C3)N1)CC=1C(=NC=C(C1)C(=O)O)C2 ((6S)-6′-oxo-5,6′,7,7′-tetrahydrospiro[cyclopenta[b]pyridine-6,5′-pyrrolo[2,3-d]pyrimidine]-3-carboxylic acid), ON1N=NC2=C1N=CC=C2 (1-hydroxy-7-azabenzotriazole), CN1CCOCC1 (N-methylmorpholine), Cl.CN(CCCN=C=NCC)C (1-(3-dimethylaminopropyl)-3-ethylcarbodiimide hydrochloride). Solvent: O (Water), CN(C=O)C (N,N-dimethylformamide). Run at time 2 hour. The product is OC(C)(C)C1=CN=C2N1[C@@H]([C@@H](C[C@@H]2NC(=O)C=2C=C1C(=NC2)C[C@@]2(C(NC=3N=CN=CC32)=O)C1)C1=CC=CC=C1)C ((6S)—N-[(5R,6S,8S)-3-(2-Hydroxypropan-2-yl)-5-methyl-6-phenyl-5,6,7,8-tetrahydroimidazo[1,2-a]pyridin-8-yl]-6′-oxo-5,6′,7,7′-tetrahydrospiro[cyclopenta[b]pyridine-6,5′-pyrrolo[2,3-d]pyrimidine]-3-carboxamide). Yield: 13.4%. As a reaction SMILES: [NH2:1][C@H:2]1[CH2:7][C@@H:6]([C:8]2[CH:13]=[CH:12][CH:11]=[CH:10][CH:9]=2)[C@@H:5]([CH3:14])[N:4]2[C:15]([C:18]([OH:21])([CH3:20])[CH3:19])=[CH:16][N:17]=[C:3]12.[O:22]=[C:23]1[NH:31][C:26]2[N:27]=[CH:28][N:29]=[CH:30][C:25]=2[C@@:24]21[CH2:42][C:34]1=[N:35][CH:36]=[C:37]([C:39](O)=[O:40])[CH:38]=[C:33]1[CH2:32]2.ON1C2N=CC=CC=2N=N1.CN1CCOCC1.Cl.CN(C)CCCN=C=NCC>CN(C)C=O.O>[OH:21][C:18]([C:15]1[N:4]2[C@H:5]([CH3:14])[C@H:6]([C:8]3[CH:13]=[CH:12][CH:11]=[CH:10][CH:9]=3)[CH2:7][C@H:2]([NH:1][C:39]([C:37]3[CH:38]=[C:33]4[CH2:32][C@@:24]5([C:25]6[CH:30]=[N:29][CH:28]=[N:27][C:26]=6[NH:31][C:23]5=[O:22])[CH2:42][C:34]4=[N:35][CH:36]=3)=[O:40])[C:3]2=[N:17][CH:16]=1)([CH3:20])[CH3:19] |f:4.5|. Reported procedure: To a solution of 2-[(5R,6S,8S)-8-amino-5-methyl-6-phenyl-5,6,7,8-tetrahydroimidazo[1,2-a]pyridin-3-yl]propan-2-ol (6.7 mg, 0.023 mmol) in N,N-dimethylformamide (195 μL) was added (6S)-6′-oxo-5,6′,7,7′-tetrahydrospiro[cyclopenta[b]pyridine-6,5′-pyrrolo[2,3-d]pyrimidine]-3-carboxylic acid (5.5 mg, 0.019 mmol), 1-hydroxy-7-azabenzotriazole (0.2 mg, 0.002 mmol), N-methylmorpholine (10.7 μL, 0.097 mmol) and 1-(3-dimethylaminopropyl)-3-ethylcarbodiimide hydrochloride (4.5 mg, 0.023 mmol). The mixture ...